Dataset: the Open Reaction Database (ORD), a public repository of structured organic reaction records. Task: describe an organic reaction: reactants, conditions, products, and yield Yields the product NC1=CC=C(OC2=NC=CC=C2C2=C3C(=NC=C2)N(C=C3)C(=O)OC(C)(C)C)C=C1 (tert-butyl 4-(2-(4-aminophenoxy)pyridin-3-yl)-1-H-pyrrolo[2,3-b]pyridine-1-carboxylate). Reported procedure: In an argon-purged sealed tube, tert-butyl 4-chloro-1-H-pyrrolo[2,3-b]pyridine-1-carboxylate (2.77 g, 11.0 mmol), 4-(3-(4,4,5,5-tetramethyl-1,3,2-dioxaborolan-2-yl)pyridin-2-yloxy)benzenamine (5.14 g, 16.5 mmol), sodium carbonate (3.49 g, 32.9 mmol), 1,4-dioxane (32.3 mL), water (11.7 mL) were added. The reaction was stirred at rt for 5 min. Then palladium acetate (0.246 g, 1.10 mmol) and tri-t-butylphosphonium tetrafluroroborate (0.637 g, 2.19 mmol) were added. The tube was sealed and heated to... Reagents/catalysts: C(C)(=O)[O-].[Pd+2].C(C)(=O)[O-] (palladium acetate). The solvent is O (water), O1CCOCC1 (1,4-dioxane). The reactants are C(C)(C)(C)[PH+](C(C)(C)C)C(C)(C)C (tri-t-butylphosphonium), ClC1=C2C(=NC=C1)N(C=C2)C(=O)OC(C)(C)C (tert-butyl 4-chloro-1-H-pyrrolo[2,3-b]pyridine-1-carboxylate), CC1(OB(OC1(C)C)C=1C(=NC=CC1)OC1=CC=C(C=C1)N)C (4-(3-(4,4,5,5-tetramethyl-1,3,2-dioxaborolan-2-yl)pyridin-2-yloxy)benzenamine), C([O-])([O-])=O.[Na+].[Na+] (sodium carbonate). Conditions: time 5 minute. Reaction SMILES: Cl[C:2]1[CH:7]=[CH:6][N:5]=[C:4]2[N:8]([C:11]([O:13][C:14]([CH3:17])([CH3:16])[CH3:15])=[O:12])[CH:9]=[CH:10][C:3]=12.CC1(C)C(C)(C)OB([C:26]2[C:27]([O:32][C:33]3[CH:38]=[CH:37][C:36]([NH2:39])=[CH:35][CH:34]=3)=[N:28][CH:29]=[CH:30][CH:31]=2)O1.C(=O)([O-])[O-].[Na+].[Na+].C([PH+](C(C)(C)C)C(C)(C)C)(C)(C)C>C([O-])(=O)C.[Pd+2].C([O-])(=O)C.O.O1CCOCC1>[NH2:39][C:36]1[CH:37]=[CH:38][C:33]([O:32][C:27]2[C:26]([C:2]3[CH:7]=[CH:6][N:5]=[C:4]4[N:8]([C:11]([O:13][C:14]([CH3:17])([CH3:16])[CH3:15])=[O:12])[CH:9]=[CH:10][C:3]=34)=[CH:31][CH:30]=[CH:29][N:28]=2)=[CH:34][CH:35]=1 |f:2.3.4,6.7.8|. Starting materials: [Si](C)(C)(C(C)(C)C)OCC(C)(C)C1=CC=C(C=C1)C=1C=C2C(=CNC2=CC1Cl)C=O (5-[4-(1-{[tert-butyl(dimethyl)silyl]oxy}-2-methylpropan-2-yl)phenyl]-6-chloro-1H-indole-3-carbaldehyde), CC(C)=CC (2-methyl-2-butene), [Cl-].[NH4+] (ammonium chloride), Cl(=O)[O-].[Na+] (sodium chlorite), O.OP(=O)(O)[O-].[Na+] (sodium phosphate monobasic hydrate). The solvent is O1CCCC1 (tetrahydrofuran), C(C)(C)(C)O (tert-butanol), O (water). Run at time 15 hour. Product: [Si](C)(C)(C(C)(C)C)OCC(C)(C)C1=CC=C(C=C1)C=1C=C2C(=CNC2=CC1Cl)C(=O)O (5-[4-(1-{[tert-butyl(dimethyl)silyl]oxy}-2-methylpropan-2-yl)phenyl]-6-chloro-1H-indole-3-carboxylic acid). As a reaction SMILES: [Si:1]([O:8][CH2:9][C:10]([C:13]1[CH:18]=[CH:17][C:16]([C:19]2[CH:20]=[C:21]3[C:25](=[CH:26][C:27]=2[Cl:28])[NH:24][CH:23]=[C:22]3[CH:29]=[O:30])=[CH:15][CH:14]=1)([CH3:12])[CH3:11])([C:4]([CH3:7])([CH3:6])[CH3:5])([CH3:3])[CH3:2].CC(=CC)C.Cl([O-])=[O:37].[Na+].O.OP([O-])(O)=O.[Na+].[Cl-].[NH4+]>O1CCCC1.C(O)(C)(C)C.O>[Si:1]([O:8][CH2:9][C:10]([C:13]1[CH:18]=[CH:17][C:16]([C:19]2[CH:20]=[C:21]3[C:25](=[CH:26][C:27]=2[Cl:28])[NH:24][CH:23]=[C:22]3[C:29]([OH:37])=[O:30])=[CH:15][CH:14]=1)([CH3:12])[CH3:11])([C:4]([CH3:5])([CH3:6])[CH3:7])([CH3:3])[CH3:2] |f:2.3,4.5.6,7.8|. Procedure details: A solution of 5-[4-(1-{[tert-butyl(dimethyl)silyl]oxy}-2-methylpropan-2-yl)phenyl]-6-chloro-1H-indole-3-carbaldehyde (130 mg, 0.294 mmol) in tetrahydrofuran (2.5 mL) and tert-butanol (2.5 mL) was treated with 2-methyl-2-butene (2.19 mL, 20.6 mmol) followed by a solution of sodium chlorite (496 mg, 5.9 mmol) and sodium phosphate monobasic hydrate (811 mg, 5.9 mmol) in water (2.5 mL) via glass pipet at room temperature. The reaction mixture was stirred vigorously at room temperature for 15 hours, ... Product: C(C)OC1=CC=C(NC2=C3C(=NC(=C2)C)C=NN3)C=C1 (7-(4-Ethoxyanilino)-5-methyl-1H-pyrazolo[4,3-b]pyridine). As a reaction SMILES: Cl[C:2]1[CH:7]=[C:6]([CH3:8])[N:5]=[C:4]2[CH:9]=[N:10][NH:11][C:3]=12.[CH3:12][CH2:13][O:14][C:15]1[CH:16]=[CH:17][C:18]([NH2:21])=[CH:19][CH:20]=1>>[CH2:13]([O:14][C:15]1[CH:16]=[CH:17][C:18]([NH:21][C:2]2[CH:7]=[C:6]([CH3:8])[N:5]=[C:4]3[CH:9]=[N:10][NH:11][C:3]=23)=[CH:19][CH:20]=1)[CH3:12]. Reported procedure: 7-Chloro-5-methyl-1H-pyrazolo[4,3-b]pyridine (0.5 g, 0.003 mole) was heated at reflux temperature under nitrogen in p-phenetidine for 8 h. The mixture was left to stand at room temperature while a blue/black precipitate formed. This was collected, washed with water and ethyl acetate and the residue, a grey solid, was recrystallized from ethanol with charcoal present to give the required product as an off-white solid (0.11 g, 14%), m.p. 217° C. Yield: 14.0%. Starting materials: ClC1=C2C(=NC(=C1)C)C=NN2 (7-Chloro-5-methyl-1H-pyrazolo[4,3-b]pyridine), CCOC=1C=CC(=CC1)N (p-phenetidine). Starting materials: Cc1c(Br)cccc1NC(=O)c1ccc(C(C)(C)C)cc1, COc1ncc(B2OC(C)(C)C(C)(C)O2)cc1N, COCCOC, [Na+], [Na+], O=C([O-])[O-], c1ccc(P(c2ccccc2)(c2ccccc2)[Pd](P(c2ccccc2)(c2ccccc2)c2ccccc2)(P(c2ccccc2)(c2ccccc2)c2ccccc2)P(c2ccccc2)(c2ccccc2)c2ccccc2)cc1. Product: COc1ncc(-c2cccc(NC(=O)c3ccc(C(C)(C)C)cc3)c2C)cc1N. As a reaction SMILES: [Br:19][c:20]1[c:21]([CH3:39])[c:22]([NH:26][C:27]([c:28]2[cH:29][cH:30][c:31]([C:34]([CH3:35])([CH3:36])[CH3:37])[cH:32][cH:33]2)=[O:38])[cH:23][cH:24][cH:25]1.[CH3:1][O:2][c:3]1[n:4][cH:5][c:6]([B:10]2[O:11][C:12]([CH3:13])([CH3:14])[C:15]([CH3:16])([CH3:17])[O:18]2)[cH:7][c:8]1[NH2:9].[CH3:40][O:41][CH2:42][CH2:43][O:44][CH3:45].[Na+:46].[Na+:47].[O-:48][C:49](=[O:50])[O-:51].[cH:52]1[cH:53][cH:54][c:55]([P:56]([Pd:57]([P:58]([c:59]2[cH:60][cH:61][cH:62][cH:63][cH:64]2)([c:65]2[cH:66][cH:67][cH:68][cH:69][cH:70]2)[c:71]2[cH:72][cH:73][cH:74][cH:75][cH:76]2)([P:77]([c:78]2[cH:79][cH:80][cH:81][cH:82][cH:83]2)([c:84]2[cH:85][cH:86][cH:87][cH:88][cH:89]2)[c:90]2[cH:91][cH:92][cH:93][cH:94][cH:95]2)[P:96]([c:97]2[cH:98][cH:99][cH:100][cH:101][cH:102]2)([c:103]2[cH:104][cH:105][cH:106][cH:107][cH:108]2)[c:109]2[cH:110][cH:111][cH:112][cH:113][cH:114]2)([c:115]2[cH:116][cH:117][cH:118][cH:119][cH:120]2)[c:121]2[cH:122][cH:123][cH:124][cH:125][cH:126]2)[cH:127][cH:128]1>>[CH3:1][O:2][c:3]1[n:4][cH:5][c:6](-[c:20]2[c:21]([CH3:39])[c:22]([NH:26][C:27]([c:28]3[cH:29][cH:30][c:31]([C:34]([CH3:35])([CH3:36])[CH3:37])[cH:32][cH:33]3)=[O:38])[cH:23][cH:24][cH:25]2)[cH:7][c:8]1[NH2:9]. Starting materials: N (ammonia), [H][H] (hydrogen), CC(C=O)(CCC#N)CCC (2-methyl-2-propyl-4-cyanobutanal), CC(C=O)(CCC#N)CCC (2-methyl-2-propyl-4-cyanobutanal), N (NH3). The product is CC1(CNCCC1)CCC (3-methyl-3-propylpiperidine), CC(CN)(CCCN)CCC (2-methyl-2-propylpentane-1,5-diamine). RXN SMILES: [CH3:1][C:2]([CH2:9][CH2:10][CH3:11])([CH2:5][CH2:6][C:7]#[N:8])[CH:3]=O.[NH3:12].[H][H]>>[CH3:1][C:2]1([CH2:9][CH2:10][CH3:11])[CH2:5][CH2:6][CH2:7][NH:8][CH2:3]1.[CH3:1][C:2]([CH2:9][CH2:10][CH3:11])([CH2:5][CH2:6][CH2:7][NH2:8])[CH2:3][NH2:12]. Procedure details: Example 1 was repeated using 2-methyl-2-propyl-4-cyanobutanal as the starting material. 33.5 g per hour of 2-methyl-2-propyl-4-cyanobutanal (purity 88.9%, 29.8 g, 0.195 mol) and 1400 ml (840 g, 49.4 mol) per hour of liquid ammonia were pumped at 250 bar and 60° C. through the imination reactor. The product stream was subsequently passed through the hydrogenation reactor from bottom to top at 250 bar and 120° C. while simultaneously passing 100 l(S.T.P.)/h (4.5 mol) of hydrogen through the reacto...